From a dataset of the Open Reaction Database (ORD), a public repository of structured organic reaction records. describe an organic reaction: reactants, conditions, products, and yield The reactants are ClCCl (Dichloromethane), C(C)OC(=O)C=1CN(CCC1)CCOCCC1C2=C(CCC3=C1C=CC=C3)C=CC=C2 (N-(2-(2-(10,11-dihydro-5H-dibenzo[a,d]cyclohepten-5-yl)ethoxy)ethyl)-1,2,5,6-tetrahydro-3-pyridinecarboxylic acid ethyl ester), Cl (hydrochloric acid), [OH-].[Na+] (sodium hydroxide). Run in C(C)O (ethanol). Run at time 4 hour. Yields the product Cl.C1=CC=CC=2C(C3=C(CCC21)C=CC=C3)CCOCCN3CC(=CCC3)C(=O)O (N-(2-(2-(10,11-Dihydro-5H-dibenzo[a,d]cyclohepten-5-yl)ethoxy)ethyl)-1,2,5,6-tetrahydro-3-pyridinecarboxylic acid hydrochloride). Reaction SMILES: C([O:3][C:4]([C:6]1[CH2:7][N:8]([CH2:12][CH2:13][O:14][CH2:15][CH2:16][CH:17]2[C:23]3[CH:24]=[CH:25][CH:26]=[CH:27][C:22]=3[CH2:21][CH2:20][C:19]3[CH:28]=[CH:29][CH:30]=[CH:31][C:18]2=3)[CH2:9][CH2:10][CH:11]=1)=[O:5])C.[OH-].[Na+].Cl.[Cl:35]CCl>C(O)C>[ClH:35].[CH:28]1[C:19]2[CH2:20][CH2:21][C:22]3[CH:27]=[CH:26][CH:25]=[CH:24][C:23]=3[CH:17]([CH2:16][CH2:15][O:14][CH2:13][CH2:12][N:8]3[CH2:9][CH2:10][CH:11]=[C:6]([C:4]([OH:5])=[O:3])[CH2:7]3)[C:18]=2[CH:31]=[CH:30][CH:29]=1 |f:1.2,6.7|. Procedure details: The above ester (1.3 g, 3.1 mmol) was dissolved in ethanol (10 ml) and a 4 N sodium hydroxide solution (2.3 ml) was added. The mixture was stirred at room temperature for 4 h. A 4 N hydrochloric acid solution was added until pH 1. Dichloromethane (400 ml) was added and the mixture was stirred vigorously for a few minutes and the phases were separated. The organic phase was dried over sodium sulphate and the solvent was evaporated in vacuo. The residue was re-evaporated with acetone, dissolved in... Reactants: OC[C@@H]1NC(OC1)=O ((4S)-4-(hydroxymethyl)-1,3-oxazolidine-2-one), N1C=NC=C1 (imidazole), [Si](C)(C)(C(C)(C)C)Cl (tert-butyldimethylsilylchloride). The yield is 96.2%. Run at temperature 0 celsius, time 8 hour. Reaction SMILES: [OH:1][CH2:2][C@H:3]1[CH2:7][O:6][C:5](=[O:8])[NH:4]1.N1C=CN=C1.[Si:14](Cl)([C:17]([CH3:20])([CH3:19])[CH3:18])([CH3:16])[CH3:15]>CN(C)C=O.C(OCC)(=O)C.O>[Si:14]([O:1][CH2:2][C@H:3]1[CH2:7][O:6][C:5](=[O:8])[NH:4]1)([C:17]([CH3:20])([CH3:19])[CH3:18])([CH3:16])[CH3:15]. Product: [Si](C)(C)(C(C)(C)C)OC[C@@H]1NC(OC1)=O ((4R)-4-({[tert-butyl(dimethyl)silyl]oxy}metyl)-1,3-oxazolidine-2-one). Solvent: CN(C=O)C (N,N-dimethylformamide), CN(C=O)C (N,N-dimethylformamide), C(C)(=O)OCC (ethyl acetate), O (water). Reported procedure: Under atmosphere of argon, a solution of (4S)-4-(hydroxymethyl)-1,3-oxazolidine-2-one (34.1 g) in N,N-dimethylformamide (300 mL) was added by imidazole (25.7 g) and was cooled down to the temperature of 0° C. To the mixture, a solution of tert-butyldimethylsilylchloride (48.2 g) in N,N-dimethylformamide (300 mL) was moderately dropped and the mixture was stirred overnight at room temperature. The mixture was diluted with ethyl acetate and water and was washed with saturated brine. The organic la... Starting materials: C(C)(=O)O[C@@H](CCCCN1C(=O)N(C=2N=C(N(C2C1=O)COCC)Br)C)C ((R)-1-(5-acetoxyhexyl)-8-bromo-7-ethoxymethyl-3-methylxanthine), Cl (hydrogen chloride). Run in CO (methanol), CCOCC (ether). Conditions: time 24 hour. The product is O[C@@H](CCCCN1C(=O)N(C=2N=C(NC2C1=O)Br)C)C ((R)-1-(5-hydroxyhexyl)-8-bromo-3-methylxanthine). Yield: 98.8%. Reaction SMILES: C([O:4][C@H:5]([CH3:27])[CH2:6][CH2:7][CH2:8][CH2:9][N:10]1[C:19](=[O:20])[C:18]2[N:17](COCC)[C:16]([Br:25])=[N:15][C:14]=2[N:13]([CH3:26])[C:11]1=[O:12])(=O)C.Cl>CO.CCOCC>[OH:4][C@H:5]([CH3:27])[CH2:6][CH2:7][CH2:8][CH2:9][N:10]1[C:19](=[O:20])[C:18]2[NH:17][C:16]([Br:25])=[N:15][C:14]=2[N:13]([CH3:26])[C:11]1=[O:12]. Procedure: To a solution of (R)-1-(5-acetoxyhexyl)-8-bromo-7-ethoxymethyl-3-methylxanthine (prepared as described for CT12440) (3.8 g, 8.5 mmol ) in methanol (150 ml) was added a solution of hydrogen chloride in ether (1.0 M, 20 ml). The reaction mixture was stirred at room temperature for 24 hours. Evaporation of the solvent under reduced pressure provided (R)-1-(5-hydroxyhexyl)-8-bromo-3-methylxanthine (2.9 g, 98% yield) as a white solid.